This data is from the Open Reaction Database (ORD), a public repository of structured organic reaction records. The task is: describe an organic reaction: reactants, conditions, products, and yield Product: ClC1=CC=C(C(=O)C2=C(OC3=C2C=CC=C3)C3=CC=C(C=C3)OCC3CO3)C=C1 (3-(4'-chlorobenzoyl)-2-[4'-(2,3-epoxypropoxy)phenyl]benzofuran). As a reaction SMILES: [Cl:1][C:2]1[CH:25]=[CH:24][C:5]([C:6]([C:8]2[C:12]3[CH:13]=[CH:14][CH:15]=[CH:16][C:11]=3[O:10][C:9]=2[C:17]2[CH:22]=[CH:21][C:20]([OH:23])=[CH:19][CH:18]=2)=[O:7])=[CH:4][CH:3]=1.[CH2:26]([CH:28]1[O:30][CH2:29]1)Br>>[Cl:1][C:2]1[CH:3]=[CH:4][C:5]([C:6]([C:8]2[C:12]3[CH:13]=[CH:14][CH:15]=[CH:16][C:11]=3[O:10][C:9]=2[C:17]2[CH:22]=[CH:21][C:20]([O:23][CH2:26][CH:28]3[O:30][CH2:29]3)=[CH:19][CH:18]=2)=[O:7])=[CH:24][CH:25]=1. Reported procedure: When an equivalent amount of 3-p-chlorobenzoyl-2-p-hydroxyphenylbenzofuran was reacted with epibromohydrin as described in the procedure of Example 26 and the product 3-(4'-chlorobenzoyl)-2-[4'-(2,3-epoxypropoxy)phenyl]benzofuran thus formed was treated with isopropylamine as described in the procedure of Example 25, the title compound was obtained. Reactants: ClC1=CC=C(C(=O)C2=C(OC3=C2C=CC=C3)C3=CC=C(C=C3)O)C=C1 (3-p-chlorobenzoyl-2-p-hydroxyphenylbenzofuran), C(Br)C1CO1 (epibromohydrin). Reactants: CP([O-])(=O)C(C)OC1=C(C=CC(=C1)OC1=C(C=C(C=C1)C(F)(F)F)Cl)[N+](=O)[O-] (P-methyl-α-[2-nitro-5-(2-chloro-4-trifluoromethylphenoxy)phenoxy]ethylphosphinate), BrCC(=O)OCC (ethyl bromoacetate). The product is CP(OCC(=O)OCC)(=O)C(C)OC1=C(C=CC(=C1)OC1=C(C=C(C=C1)C(F)(F)F)Cl)[N+](=O)[O-] (ethoxycarbonylmethyl P-methyl-α-[2-nitro-5-(2-chloro-4-trifluoromethylphenoxy)phenoxy]ethylphosphinate). Reaction SMILES: [CH3:1][P:2]([CH:5]([O:7][C:8]1[CH:13]=[C:12]([O:14][C:15]2[CH:20]=[CH:19][C:18]([C:21]([F:24])([F:23])[F:22])=[CH:17][C:16]=2[Cl:25])[CH:11]=[CH:10][C:9]=1[N+:26]([O-:28])=[O:27])[CH3:6])(=[O:4])[O-:3].Br[CH2:30][C:31]([O:33][CH2:34][CH3:35])=[O:32]>>[CH3:1][P:2]([CH:5]([O:7][C:8]1[CH:13]=[C:12]([O:14][C:15]2[CH:20]=[CH:19][C:18]([C:21]([F:22])([F:24])[F:23])=[CH:17][C:16]=2[Cl:25])[CH:11]=[CH:10][C:9]=1[N+:26]([O-:28])=[O:27])[CH3:6])(=[O:3])[O:4][CH2:30][C:31]([O:33][CH2:34][CH3:35])=[O:32]. Reported procedure: In the same way, P-methyl-α-[2-nitro-5-(2-chloro-4-trifluoromethylphenoxy)phenoxy]ethylphosphinate acid and ethyl bromoacetate are reacted together to give ethoxycarbonylmethyl P-methyl-α-[2-nitro-5-(2-chloro-4-trifluoromethylphenoxy)phenoxy]ethylphosphinate. Reactants: FC(CCSC=1N=CSC1C(=O)O)(C1=CC=C(C=C1)F)F (4-[[3,3-difluoro-3-(4-fluorophenyl)-propyl]sulfanyl]-thiazole-5-carboxylic acid), F[B-](F)(F)F.N1(N=NC2=C1C=CC=C2)OC(=[N+](C)C)N(C)C (O-(benzotriazol-1-yl)-N,N,N′,N′-tetramethyluronium tetrafluoroborate), CN1CCOCC1 (N-methylmorpholine), FC1=CC=C(CN)C=C1 (4-fluorobenzyl amine). Run in CN(C)C=O (DMF). Reaction conditions: time 3 hour. Yields the product FC(CCSC=1N=CSC1C(=O)NCC1=CC=C(C=C1)F)(C1=CC=C(C=C1)F)F (4-[[3,3-difluoro-3-(4-fluorophenyl)-propyl]sulfanyl]-N-[(4-fluorophenyl)-methyl]-thiazole-5-carboxylic acid amide). The yield is 46.7%. As a reaction SMILES: [F:1][C:2]([F:21])([C:14]1[CH:19]=[CH:18][C:17]([F:20])=[CH:16][CH:15]=1)[CH2:3][CH2:4][S:5][C:6]1[N:7]=[CH:8][S:9][C:10]=1[C:11]([OH:13])=O.F[B-](F)(F)F.N1(OC(N(C)C)=[N+](C)C)C2C=CC=CC=2N=N1.CN1CCOCC1.[F:51][C:52]1[CH:59]=[CH:58][C:55]([CH2:56][NH2:57])=[CH:54][CH:53]=1>CN(C=O)C>[F:21][C:2]([F:1])([C:14]1[CH:19]=[CH:18][C:17]([F:20])=[CH:16][CH:15]=1)[CH2:3][CH2:4][S:5][C:6]1[N:7]=[CH:8][S:9][C:10]=1[C:11]([NH:57][CH2:56][C:55]1[CH:58]=[CH:59][C:52]([F:51])=[CH:53][CH:54]=1)=[O:13] |f:1.2|. Procedure: To a solution of 4-[[3,3-difluoro-3-(4-fluorophenyl)-propyl]sulfanyl]-thiazole-5-carboxylic acid (0.15 g, 0.45 mmol) in DMF (3 ml) are added O-(benzotriazol-1-yl)-N,N,N′,N′-tetramethyluronium tetrafluoroborate (216 mg, 0.68 mmol) and N-methylmorpholine (0.01 ml, 0.9 mmol) at 0° C. followed by the addition of 4-fluorobenzyl amine (67 mg, 0.54 mmol). The reaction mixture is stirred at RT for 3 h. After completion of the reaction, the mixture is poured onto ice-water, extracted with EtOAc (3×50 ml)... Reactants: O=C([O-])[O-], [K+], [K+], CN(C)C=O, O, O=[N+]([O-])c1ccccc1O, Cc1ccc(S(=O)(=O)OCC(F)(F)F)cc1. Yields the product O=[N+]([O-])c1ccccc1OCC(F)(F)F. As a reaction SMILES: [C:27](=[O:28])([O-:29])[O-:30].[K+:31].[K+:32].[O:33]=[CH:34][N:35]([CH3:36])[CH3:37].[OH2:38].[OH:1][c:2]1[cH:3][cH:4][cH:5][cH:6][c:7]1[N+:8]([O-:9])=[O:10].[c:11]1([CH3:12])[cH:13][cH:14][c:15]([S:16]([O:17][CH2:21][C:22]([F:23])([F:24])[F:25])(=[O:18])=[O:19])[cH:20][cH:26]1>>[O:1]([c:2]1[cH:3][cH:4][cH:5][cH:6][c:7]1[N+:8]([O-:9])=[O:10])[CH2:21][C:22]([F:23])([F:24])[F:25]. Starting materials: CCO, O=[N+]([O-])c1ccc(Oc2ccccc2)c(F)c1. Product: Nc1ccc(Oc2ccccc2)c(F)c1. RXN SMILES: [CH3:18][CH2:19][OH:20].[F:1][c:2]1[c:3]([O:11][c:12]2[cH:13][cH:14][cH:15][cH:16][cH:17]2)[cH:4][cH:5][c:6]([N+:8]([O-:9])=[O:10])[cH:7]1>>[F:1][c:2]1[c:3]([O:11][c:12]2[cH:13][cH:14][cH:15][cH:16][cH:17]2)[cH:4][cH:5][c:6]([NH2:8])[cH:7]1.